This data is from the Open Reaction Database (ORD), a public repository of structured organic reaction records. The task is: describe an organic reaction: reactants, conditions, products, and yield Starting materials: CN(C)C=O, [Na+], [O-]c1ccccc1, ClCSc1ccccc1. The product is c1ccc(OCSc2ccccc2)cc1. As a reaction SMILES: [CH3:18][N:19]([CH3:20])[CH:21]=[O:22].[Na+:10].[O-:11][c:12]1[cH:13][cH:14][cH:15][cH:16][cH:17]1.[c:1]1([S:7][CH2:8][Cl:9])[cH:2][cH:3][cH:4][cH:5][cH:6]1>>[c:1]1([S:7][CH2:8][O:11][c:12]2[cH:13][cH:14][cH:15][cH:16][cH:17]2)[cH:2][cH:3][cH:4][cH:5][cH:6]1. Reactants: CN(C)CC(=O)Cl, Cc1ccccc1, Cl, COc1c(C)cnc(Cn2cc(C#CCO)c3c(Cl)nc(N)nc32)c1C, c1ccncc1. Product: COc1c(C)cnc(Cn2cc(C#CCOC(=O)CN(C)C)c3c(Cl)nc(N)nc32)c1C. As a reaction SMILES: [CH3:28][N:29]([CH3:30])[CH2:31][C:32](=[O:33])[Cl:34].[CH3:35][c:36]1[cH:37][cH:38][cH:39][cH:40][cH:41]1.[ClH:27].[NH2:1][c:2]1[n:3][c:4]([Cl:26])[c:5]2[c:6]([n:7]1)[n:8]([CH2:15][c:16]1[n:17][cH:18][c:19]([CH3:25])[c:20]([O:23][CH3:24])[c:21]1[CH3:22])[cH:9][c:10]2[C:11]#[C:12][CH2:13][OH:14].[cH:42]1[cH:43][cH:44][n:45][cH:46][cH:47]1>>[NH2:1][c:2]1[n:3][c:4]([Cl:26])[c:5]2[c:6]([n:7]1)[n:8]([CH2:15][c:16]1[n:17][cH:18][c:19]([CH3:25])[c:20]([O:23][CH3:24])[c:21]1[CH3:22])[cH:9][c:10]2[C:11]#[C:12][CH2:13][O:14][C:32]([CH2:31][N:29]([CH3:28])[CH3:30])=[O:33]. The reactants are CC(C)(C)[Si](C)(C)OC(CBr)c1ccc(OCc2ccccc2)c2[nH]c(=O)ccc12, CN1CCCC1=O, NCc1ccccc1. Product: CC(C)(C)[Si](C)(C)OC(CNCc1ccccc1)c1ccc(OCc2ccccc2)c2[nH]c(=O)ccc12. Reaction SMILES: [CH2:1]([c:2]1[cH:3][cH:4][cH:5][cH:6][cH:7]1)[O:8][c:9]1[cH:10][cH:11][c:12]([CH:20]([CH2:21][Br:22])[O:23][Si:24]([CH3:25])([CH3:26])[C:27]([CH3:28])([CH3:29])[CH3:30])[c:13]2[cH:14][cH:15][c:16](=[O:19])[nH:17][c:18]12.[CH3:39][N:40]1[CH2:41][CH2:42][CH2:43][C:44]1=[O:45].[NH2:31][CH2:32][c:33]1[cH:34][cH:35][cH:36][cH:37][cH:38]1>>[CH2:1]([c:2]1[cH:3][cH:4][cH:5][cH:6][cH:7]1)[O:8][c:9]1[cH:10][cH:11][c:12]([CH:20]([CH2:21][NH:31][CH2:32][c:33]2[cH:34][cH:35][cH:36][cH:37][cH:38]2)[O:23][Si:24]([CH3:25])([CH3:26])[C:27]([CH3:28])([CH3:29])[CH3:30])[c:13]2[cH:14][cH:15][c:16](=[O:19])[nH:17][c:18]12. Starting materials: C(CC(=O)OCC)(=O)OCC (diethyl malonate), IC1=CC=CC=C1 (iodobenzene). Run in C(C)#N (acetonitrile). Product: C1(=CC=CC=C1)C(C(=O)OCC)C(=O)OCC (Diethyl 2-phenylmalonate). RXN SMILES: [C:1]([O:9][CH2:10][CH3:11])(=[O:8])[CH2:2][C:3]([O:5][CH2:6][CH3:7])=[O:4].I[C:13]1[CH:18]=[CH:17][CH:16]=[CH:15][CH:14]=1>C(#N)C>[C:13]1([CH:2]([C:3]([O:5][CH2:6][CH3:7])=[O:4])[C:1]([O:9][CH2:10][CH3:11])=[O:8])[CH:18]=[CH:17][CH:16]=[CH:15][CH:14]=1. Procedure: 607 μl of diethyl malonate (3 mmoles), 224 μl of iodobenzene (2 mmoles), 1.2 ml of acetonitrile and 600 mg of ground and activated 3 Å molecular sieve were then added. Starting materials: C(C)(C)(C)NC=1C(=CC=CC1)N (N-t-butyl-benzene-1,2-diamine), C(=O)(N1C=NC=C1)N1C=NC=C1 (carbonyldiimidazole), aqueous solution, Cl (hydrochloric acid). Solvent: O1CCCC1 (tetrahydrofuran). The product is C(C)(C)(C)N1C(NC2=C1C=CC=C2)=O (1-tert-butyl-1,3-dihydro-benzimidazol-2-one). RXN SMILES: [C:1]([NH:5][C:6]1[C:7]([NH2:12])=[CH:8][CH:9]=[CH:10][CH:11]=1)([CH3:4])([CH3:3])[CH3:2].[C:13](N1C=CN=C1)(N1C=CN=C1)=[O:14].Cl>O1CCCC1>[C:1]([N:5]1[C:6]2[CH:11]=[CH:10][CH:9]=[CH:8][C:7]=2[NH:12][C:13]1=[O:14])([CH3:4])([CH3:2])[CH3:3]. Reported procedure: To a solution of tert-butyl-(2-nitrophenyl)-amine (1.27 g, 6.5 mmol), 5% palladium on carbon (0.5 g), and sodium borohydride (0.49 g, 13.1 mmol) in tetrahydrofuran (20 mL) was added methanol (10 mL) in a dropwise manner. Upon completion of the reaction, it was filtered through a pad of Celite and the filtrate was poured into a saturated aqueous solution of ammonium chloride (50 mL), and extracted with ethyl acetate (50 mL). The organic layer was dried over anhydrous magnesium sulfate, concentrat... The reactants are OCCC1=CC=C(C=C1)C=1C=NC=C(C(=O)OC)C1 (Methyl 5-[4-(2-hydroxyethyl)phenyl]nicotinate), [H][H] (hydrogen). The reagents and catalysts are [Pd] (palladium/carbon), [Pt](=O)=O (platinum(IV) oxide), [Pd] (palladium/carbon), [Pt](=O)=O (platinum(IV) oxide). The solvent is C(C)(=O)O (acetic acid). Conditions: time 6 hour. Yields the product OCCC1=CC=C(C=C1)C1CC(CNC1)C(=O)OC (Methyl 5-[4-(2-hydroxyethyl)phenyl]piperidine-3-carboxylate). As a reaction SMILES: [OH:1][CH2:2][CH2:3][C:4]1[CH:9]=[CH:8][C:7]([C:10]2[CH:11]=[N:12][CH:13]=[C:14]([CH:19]=2)[C:15]([O:17][CH3:18])=[O:16])=[CH:6][CH:5]=1.[H][H]>C(O)(=O)C.[Pd].[Pt](=O)=O>[OH:1][CH2:2][CH2:3][C:4]1[CH:5]=[CH:6][C:7]([CH:10]2[CH2:11][NH:12][CH2:13][CH:14]([C:15]([O:17][CH3:18])=[O:16])[CH2:19]2)=[CH:8][CH:9]=1. Procedure details: A solution of 5.40 g (19.6 mmol) of the compound from Example 55A in concentrated acetic acid (124 ml) was admixed with 1.00 g of palladium/carbon (10% palladium) and 1.00 g of platinum(IV) oxide. This was followed by hydrogenation under a hydrogen atmosphere at standard pressure for 6 h, then addition of another 1.00 g of palladium/carbon (10% palladium) and 1.00 g of platinum(IV) oxide, and hydrogenation under a hydrogen atmosphere at standard pressure overnight. This was followed by hydrogena... Reactants: [H-].[Na+] (Sodium hydride), COC1=CC=CC=2C=C(OC21)CO (7-methoxy-benzofuran-2-ylmethanol), IC (iodomethane). Run in O1CCCC1 (tetrahydrofuran). Conditions: time 8 hour. Product: COC1=CC=CC=2C=C(OC21)COC (7-Methoxy-2-methoxymethylbenzofuran). Reaction SMILES: [H-].[Na+].[CH3:3][O:4][C:5]1[C:13]2[O:12][C:11]([CH2:14][OH:15])=[CH:10][C:9]=2[CH:8]=[CH:7][CH:6]=1.I[CH3:17]>O1CCCC1>[CH3:3][O:4][C:5]1[C:13]2[O:12][C:11]([CH2:14][O:15][CH3:17])=[CH:10][C:9]=2[CH:8]=[CH:7][CH:6]=1 |f:0.1|. Procedure: Sodium hydride (3.82 g, 60% in mineral oil) was added to a solution of 7-methoxy-benzofuran-2-ylmethanol (11.21 g) in dry tetrahydrofuran (300 ml) under an atmosphere of dry nitrogen at room temperature. After 10 minutes iodomethane (15.67 ml) was added and the reaction was left to stir overnight. The solvent was removed in vacuo and the residue partitioned between ethyl acetate (100 ml) and water (50 ml). The organic extract was washed with water (50 ml), followed by brine (50 ml), dried over m... The reactants are ClC1=CC=C2CC(N(CC2=C1)C(=O)OC(C)(C)C)CO (tert-butyl 7-chloro-3-(hydroxymethyl)-3,4-dihydroisoquinoline-2(1H)-carboxylate), ice water, CC(=O)OI1(C=2C=CC=CC2C(=O)O1)(OC(=O)C)OC(=O)C (Dess-Martin periodinane). The solvent is C(Cl)Cl (methylene chloride), C(Cl)Cl (methylene chloride). Conditions: time 1.5 hour. Yields the product ClC1=CC=C2CC(N(CC2=C1)C(=O)OC(C)(C)C)C=O (tert-butyl 7-chloro-3-formyl-3,4-dihydroisoquinoline-2(1H)-carboxylate). The yield is 60.4%. As a reaction SMILES: [Cl:1][C:2]1[CH:11]=[C:10]2[C:5]([CH2:6][CH:7]([CH2:19][OH:20])[N:8]([C:12]([O:14][C:15]([CH3:18])([CH3:17])[CH3:16])=[O:13])[CH2:9]2)=[CH:4][CH:3]=1.CC(OI1(OC(C)=O)(OC(C)=O)OC(=O)C2C=CC=CC1=2)=O>C(Cl)Cl>[Cl:1][C:2]1[CH:11]=[C:10]2[C:5]([CH2:6][CH:7]([CH:19]=[O:20])[N:8]([C:12]([O:14][C:15]([CH3:16])([CH3:17])[CH3:18])=[O:13])[CH2:9]2)=[CH:4][CH:3]=1. Reported procedure: While under nitrogen, a stirred solution of tert-butyl 7-chloro-3-(hydroxymethyl)-3,4-dihydroisoquinoline-2(1H)-carboxylate (Step 6, 270 mg, 0.907 mmol) in methylene chloride (11 mL) was cooled in an ice-water batch and treated dropwise with a solution of Dess-Martin periodinane (461 mg, 1.09 mmol) in methylene chloride (3 mL) over several minutes. The cooling bath was removed, and the resulting clear mixture was stirred at room temperature for 1.5 h. Once complete, the mixture was re-cooled in ... Starting materials: O=CC(c1cccc(C(F)(F)F)c1)N(Cc1ccccc1)Cc1ccccc1, CCCC[N+](CCCC)(CCCC)CCCC, C1CCOC1, [F-], C[Si](C)(C)C(F)(F)F. Product: OC(C(c1cccc(C(F)(F)F)c1)N(Cc1ccccc1)Cc1ccccc1)C(F)(F)F. Reaction SMILES: [CH2:1]([c:2]1[cH:3][cH:4][cH:5][cH:6][cH:7]1)[N:8]([CH:9]([CH:10]=[O:11])[c:12]1[cH:13][c:14]([C:18]([F:19])([F:20])[F:21])[cH:15][cH:16][cH:17]1)[CH2:22][c:23]1[cH:24][cH:25][cH:26][cH:27][cH:28]1.[CH2:38]([N+:39]([CH2:40][CH2:41][CH2:42][CH3:43])([CH2:44][CH2:45][CH2:46][CH3:47])[CH2:48][CH2:49][CH2:50][CH3:51])[CH2:52][CH2:53][CH3:54].[CH2:55]1[O:56][CH2:57][CH2:58][CH2:59]1.[F-:37].[F:29][C:30]([F:31])([F:32])[Si:33]([CH3:34])([CH3:35])[CH3:36]>>[CH2:1]([c:2]1[cH:3][cH:4][cH:5][cH:6][cH:7]1)[N:8]([CH:9]([CH:10]([OH:11])[C:30]([F:29])([F:31])[F:32])[c:12]1[cH:13][c:14]([C:18]([F:19])([F:20])[F:21])[cH:15][cH:16][cH:17]1)[CH2:22][c:23]1[cH:24][cH:25][cH:26][cH:27][cH:28]1.